Dataset: the Open Reaction Database (ORD), a public repository of structured organic reaction records. Task: describe an organic reaction: reactants, conditions, products, and yield Yields the product CCOC(COc1ccc(Cl)cc1C=O)OCC. Reaction SMILES: [CH2:17]([CH3:18])[O:19][CH:20]([CH2:21][Br:22])[O:23][CH2:24][CH3:25].[Cl:1][c:2]1[cH:3][cH:4][c:5]([OH:10])[c:6]([CH:7]=[O:8])[cH:9]1.[K+:11].[K+:12].[O-:13][C:14]([O-:15])=[O:16].[O:26]=[CH:27][N:28]([CH3:29])[CH3:30]>>[Cl:1][c:2]1[cH:3][cH:4][c:5]([O:10][CH2:21][CH:20]([O:19][CH2:17][CH3:18])[O:23][CH2:24][CH3:25])[c:6]([CH:7]=[O:8])[cH:9]1. Starting materials: CCOC(CBr)OCC, O=Cc1cc(Cl)ccc1O, [K+], [K+], O=C([O-])[O-], CN(C)C=O. The reactants are O=C1NC(=O)c2ccccc21, CCCCOc1c(CCl)n(CC(C)(C)C)c(=O)c2cc(F)ccc12, CN(C)C=O, [K], O. Yields the product CCCCOc1c(CN2C(=O)c3ccccc3C2=O)n(CC(C)(C)C)c(=O)c2cc(F)ccc12. As a reaction SMILES: [C:25]1(=[O:35])[c:26]2[c:27]([cH:31][cH:32][cH:33][cH:34]2)[C:28](=[O:30])[NH:29]1.[CH2:1]([CH2:2][CH2:3][CH3:4])[O:5][c:6]1[c:7]([CH2:23][Cl:24])[n:8]([CH2:18][C:19]([CH3:20])([CH3:21])[CH3:22])[c:9](=[O:17])[c:10]2[cH:11][c:12]([F:16])[cH:13][cH:14][c:15]12.[CH3:38][N:39]([CH3:40])[CH:41]=[O:42].[K:36].[OH2:37]>>[CH2:1]([CH2:2][CH2:3][CH3:4])[O:5][c:6]1[c:7]([CH2:23][N:29]2[C:25](=[O:35])[c:26]3[c:27]([cH:31][cH:32][cH:33][cH:34]3)[C:28]2=[O:30])[n:8]([CH2:18][C:19]([CH3:20])([CH3:21])[CH3:22])[c:9](=[O:17])[c:10]2[cH:11][c:12]([F:16])[cH:13][cH:14][c:15]12. The reactants are 276, C1(CCC1)C(C(C)=O)(C1=CC=CC=C1)O (1-cyclobutyl-1-hydroxy-1-phenyl-2-propanone), pyrrolidone hydrotribromide. Run in O1CCCC1 (tetrahydrofuran). Procedure: In a 5-L round bottomed flask equipped with a reflux condenser and an overhead stirrer was placed a solution of 276 3 g (1.35 mole) of 1-cyclobutyl-1-hydroxy-1-phenyl-2-propanone in 3 L of tetrahydrofuran. To this solution was added 903 g (1.82 mole) of pyrrolidone hydrotribromide. The mixture was refluxed for 24 hours and allowed to cool to room temperature. It was partitioned between 4 L of water and 4 L of ether. The organic layer was separated, washed three times with a saturated solution of... RXN SMILES: [CH:1]1([C:5]([OH:15])([C:9]2[CH:14]=[CH:13][CH:12]=[CH:11][CH:10]=2)[C:6](=[O:8])[CH3:7])[CH2:4][CH2:3][CH2:2]1.C1CNC(=O)C1.[Br:22][Br-]Br>O1CCCC1>[Br:22][CH2:7][C:6](=[O:8])[C:5]([CH:1]1[CH2:4][CH2:3][CH2:2]1)([OH:15])[C:9]1[CH:10]=[CH:11][CH:12]=[CH:13][CH:14]=1 |f:1.2|. The product is BrCC(C(C1=CC=CC=C1)(O)C1CCC1)=O (3-bromo-1-cyclobutyl-1-hydroxy-1-phenyl -2-propanone). Starting materials: CCCCCCNC(=O)Nc1cccc(-c2nc3cccnc3n2-c2ccc(CCNCC(O)COc3ccc(O[Si](c4ccccc4)(c4ccccc4)C(C)(C)C)cc3)cc2)c1, CO, ClC(Cl)Cl. The product is CCCCCCNC(=O)Nc1cccc(-c2nc3cccnc3n2-c2ccc(CCNCC(O)COc3ccc(O)cc3)cc2)c1. Reaction SMILES: [C:1]([Si:2]([c:3]1[cH:4][cH:5][cH:52][cH:53][cH:54]1)([O:6][c:7]1[cH:8][cH:9][c:10]([O:11][CH2:12][CH:13]([CH2:14][NH:15][CH2:16][CH2:17][c:18]2[cH:19][cH:20][c:21](-[n:24]3[c:25](-[c:33]4[cH:34][c:35]([NH:39][C:40](=[O:41])[NH:42][CH2:43][CH2:44][CH2:45][CH2:46][CH2:47][CH3:48])[cH:36][cH:37][cH:38]4)[n:26][c:27]4[c:28]3[n:29][cH:30][cH:31][cH:32]4)[cH:22][cH:23]2)[OH:49])[cH:50][cH:51]1)[c:55]1[cH:56][cH:57][cH:58][cH:59][cH:60]1)([CH3:61])([CH3:62])[CH3:63].[CH3:64][OH:65].[CH:66]([Cl:67])([Cl:68])[Cl:69]>>[OH:6][c:7]1[cH:8][cH:9][c:10]([O:11][CH2:12][CH:13]([CH2:14][NH:15][CH2:16][CH2:17][c:18]2[cH:19][cH:20][c:21](-[n:24]3[c:25](-[c:33]4[cH:34][c:35]([NH:39][C:40](=[O:41])[NH:42][CH2:43][CH2:44][CH2:45][CH2:46][CH2:47][CH3:48])[cH:36][cH:37][cH:38]4)[n:26][c:27]4[c:28]3[n:29][cH:30][cH:31][cH:32]4)[cH:22][cH:23]2)[OH:49])[cH:50][cH:51]1. Reactants: CC1CNCCN1, ClCCl, S=C=Nc1ccc(Cl)cc1. The product is CC1CN(C(=S)Nc2ccc(Cl)cc2)CCN1. RXN SMILES: [CH3:11][CH:12]1[NH:13][CH2:14][CH2:15][NH:16][CH2:17]1.[Cl:18][CH2:19][Cl:20].[Cl:1][c:2]1[cH:3][cH:4][c:5]([N:8]=[C:9]=[S:10])[cH:6][cH:7]1>>[Cl:1][c:2]1[cH:3][cH:4][c:5]([NH:8][C:9](=[S:10])[N:16]2[CH2:15][CH2:14][NH:13][CH:12]([CH3:11])[CH2:17]2)[cH:6][cH:7]1. Reactants: CCOC(=O)C(O)C([NH3+])Cc1ccccc1, O=C(O)C1CCC(=O)N1Cc1ccccc1, [Cl-]. Product: CCOC(=O)C(O)C(Cc1ccccc1)NC(=O)C1CCC(=O)N1Cc1ccccc1. Reaction SMILES: [CH2:18]([CH3:19])[O:20][C:21]([CH:22]([CH:23]([CH2:24][c:25]1[cH:26][cH:27][cH:28][cH:29][cH:30]1)[NH3+:31])[OH:32])=[O:33].[CH2:1]([c:2]1[cH:3][cH:4][cH:5][cH:6][cH:7]1)[N:8]1[CH:9]([C:14](=[O:15])[OH:16])[CH2:10][CH2:11][C:12]1=[O:13].[Cl-:17]>>[CH2:1]([c:2]1[cH:3][cH:4][cH:5][cH:6][cH:7]1)[N:8]1[CH:9]([C:14](=[O:16])[NH:31][CH:23]([CH:22]([C:21]([O:20][CH2:18][CH3:19])=[O:33])[OH:32])[CH2:24][c:25]2[cH:26][cH:27][cH:28][cH:29][cH:30]2)[CH2:10][CH2:11][C:12]1=[O:13]. The reactants are [H-].[Na+] (sodium hydride), C(C1=CC=CC=C1)Br (benzyl bromide), O (Water), O1CCN(C2=C1C=CC=C2)CCOC2=CC=C(C=C2)CC(C(=O)OCC)O (Ethyl 3-[4-[2-(2,3-dihydro-1,4-benzoxazin-4-yl)ethoxy]phenyl]-2-hydroxypropanoate), ice. Solvent: CN(C=O)C (dimethyl formamide), CN(C=O)C (dimethyl formamide). Reaction conditions: temperature 0 celsius, time 30 minute. The product is O1CCN(C2=C1C=CC=C2)CCOC2=CC=C(C=C2)CC(C(=O)OCC)OCC2=CC=CC=C2 (Ethyl 3-[4-[2-(2,3-dihydro-1,4-benzoxazin-4-yl)ethoxy]phenyl]-2-benzyloxypropanoate). Isolated yield 48.5%. As a reaction SMILES: [O:1]1[C:6]2[CH:7]=[CH:8][CH:9]=[CH:10][C:5]=2[N:4]([CH2:11][CH2:12][O:13][C:14]2[CH:19]=[CH:18][C:17]([CH2:20][CH:21]([OH:27])[C:22]([O:24][CH2:25][CH3:26])=[O:23])=[CH:16][CH:15]=2)[CH2:3][CH2:2]1.[H-].[Na+].[CH2:30](Br)[C:31]1[CH:36]=[CH:35][CH:34]=[CH:33][CH:32]=1.O>CN(C)C=O>[O:1]1[C:6]2[CH:7]=[CH:8][CH:9]=[CH:10][C:5]=2[N:4]([CH2:11][CH2:12][O:13][C:14]2[CH:15]=[CH:16][C:17]([CH2:20][CH:21]([O:27][CH2:30][C:31]3[CH:36]=[CH:35][CH:34]=[CH:33][CH:32]=3)[C:22]([O:24][CH2:25][CH3:26])=[O:23])=[CH:18][CH:19]=2)[CH2:3][CH2:2]1 |f:1.2|. Procedure: A solution of ethyl 3-[4-[2-(2,3-dihydro-1,4-benzoxazin-4-yl)ethoxy]phenyl]-2-hydroxypropanoate (0.5 g, 1.34 mmol) obtained in example 13 in dry dimethyl formamide (5 mL) was added to a stirred ice cooled suspension of sodium hydride (60% dispension in oil) (0.08 g, 1.66 mmol) in dry dimethyl formamide (3 mL) under nitrogen atmosphere. The reaction mixture was stirred at 0° C. for 30 minutes followed by the addition of benzyl bromide (0.46 g, 2.69 mmol). The mixture was allowed to warm to 25° C....